From a dataset of the Open Reaction Database (ORD), a public repository of structured organic reaction records. describe an organic reaction: reactants, conditions, products, and yield Starting materials: [OH-].[Na+] (sodium hydroxide), C(C)OC(COC1=C(C=C(C=C1)SC1=CC(=CC(=C1)OCCCN1CCOCC1)C#CC1=CC=C(C=C1)Cl)Cl)=O ({2-Chloro-4-[3-(4-chloro-phenylethynyl)-5-(3-morpholin-4-yl-propoxy)-phenylsulfanyl]-phenoxy}-acetic acid ethyl ester), Cl (hydrochloric acid). The solvent is C(C)O (ethanol). Reaction conditions: time 16 hour. Product: ClC1=C(OCC(=O)O)C=CC(=C1)SC1=CC(=CC(=C1)OCCCN1CCOCC1)C#CC1=CC=C(C=C1)Cl ({2-Chloro-4-[3-(4-chloro-phenylethynyl)-5-(3-morpholin-4-yl-propoxy)phenylsulfanyl]-phenoxy}-acetic Acid). As a reaction SMILES: C([O:3][C:4](=[O:40])[CH2:5][O:6][C:7]1[CH:12]=[CH:11][C:10]([S:13][C:14]2[CH:19]=[C:18]([O:20][CH2:21][CH2:22][CH2:23][N:24]3[CH2:29][CH2:28][O:27][CH2:26][CH2:25]3)[CH:17]=[C:16]([C:30]#[C:31][C:32]3[CH:37]=[CH:36][C:35]([Cl:38])=[CH:34][CH:33]=3)[CH:15]=2)=[CH:9][C:8]=1[Cl:39])C.[OH-].[Na+].Cl>C(O)C>[Cl:39][C:8]1[CH:9]=[C:10]([S:13][C:14]2[CH:19]=[C:18]([O:20][CH2:21][CH2:22][CH2:23][N:24]3[CH2:29][CH2:28][O:27][CH2:26][CH2:25]3)[CH:17]=[C:16]([C:30]#[C:31][C:32]3[CH:33]=[CH:34][C:35]([Cl:38])=[CH:36][CH:37]=3)[CH:15]=2)[CH:11]=[CH:12][C:7]=1[O:6][CH2:5][C:4]([OH:40])=[O:3] |f:1.2|. Procedure details: {2-Chloro-4-[3-(4-chloro-phenylethynyl)-5-(3-morpholin-4-yl-propoxy)-phenylsulfanyl]-phenoxy}-acetic acid ethyl ester (200 mg; 0.33 mmol) was dissolved in ethanol (10 mL), and aqueous 1N sodium hydroxide (3 mL) was added. The reaction mixture was stirred for 16 h, acidified with 1N aqueous hydrochloric acid, and extracted with ethyl acetate. The organic phase was dried, evaporated to dryness, and purified by prep. HPLC (method A). Yield: 46 mg. HPLC-MS: m/z: 572.3 (M+); Rt: 2.03 min. Reactants: OC1=C(C=CC(=C1CCCC1=CC=CC=C1)O)C(C)=O (1-[2,4-Dihydroxy-3-(3-phenylpropyl)phenyl]ethanone), COC(CCC1=C(C=CC=C1CCCCCCOS(=O)(=O)C)OCCCCCC(=O)OC)=O (2-[(6-Methoxy-6-oxohexyl)oxy]-6-[6-[(methylsulfonyl)oxy]hexyl]benzenepropanoic Acid Methyl Ester), C([O-])([O-])=O.[K+].[K+] (potassium carbonate), [I-].[Na+] (sodium iodide). The solvent is C(C)#N (acetonitrile), CCOCC (ether). Product: COC(CCC1=C(C=CC=C1OCCCCCC(=O)OC)CCCCCCOC1=C(C(=C(C=C1)C(C)=O)O)CCCC1=CC=CC=C1)=O (2-[6-[4-Acetyl-3-hydroxy-2-(3-phenylpropyl)phenoxy]hexyl]-6-[(6-methoxy-6-oxohexyl)oxy]benzenepropanoic Acid Methyl Ester). Yield: 90.8%. RXN SMILES: [OH:1][C:2]1[C:7]([CH2:8][CH2:9][CH2:10][C:11]2[CH:16]=[CH:15][CH:14]=[CH:13][CH:12]=2)=[C:6]([OH:17])[CH:5]=[CH:4][C:3]=1[C:18](=[O:20])[CH3:19].[CH3:21][O:22][C:23](=[O:53])[CH2:24][CH2:25][C:26]1[C:31]([CH2:32][CH2:33][CH2:34][CH2:35][CH2:36][CH2:37]OS(C)(=O)=O)=[CH:30][CH:29]=[CH:28][C:27]=1[O:43][CH2:44][CH2:45][CH2:46][CH2:47][CH2:48][C:49]([O:51][CH3:52])=[O:50].C(=O)([O-])[O-].[K+].[K+].[I-].[Na+]>CCOCC.C(#N)C>[CH3:21][O:22][C:23](=[O:53])[CH2:24][CH2:25][C:26]1[C:27]([O:43][CH2:44][CH2:45][CH2:46][CH2:47][CH2:48][C:49]([O:51][CH3:52])=[O:50])=[CH:28][CH:29]=[CH:30][C:31]=1[CH2:32][CH2:33][CH2:34][CH2:35][CH2:36][CH2:37][O:17][C:6]1[CH:5]=[CH:4][C:3]([C:18](=[O:20])[CH3:19])=[C:2]([OH:1])[C:7]=1[CH2:8][CH2:9][CH2:10][C:11]1[CH:12]=[CH:13][CH:14]=[CH:15][CH:16]=1 |f:2.3.4,5.6|. Procedure: A mixture of 0.81 g (3 mmol) of 1-[2,4-dihydroxy-3-(3-phenylpropyl)phenyl]ethanone from example 191, 1.6 g (3.29 mmol) of 2-[(6-methoxy-6-oxohexyl)oxy]-6-[6-[(methylsulfonyl)oxy]hexyl]benzenepropanoic acid methyl ester from example 156, 0.66 g (4.78 mmol) of anhydrous, granular potassium carbonate, 0.55 g (3.67 mmol) of sodium iodide, and 25 mL of acetonitrile was stirred and refluxed for 18.5 hr. The resulting thick slurry was cooled, diluted with ether, washed with water, 12% aqueous sodium bi... Starting materials: C(C)(=O)C1=C(C(=C(OCC2=CC=C(C(=O)OC)C=C2)C=C1)CCC)O (methyl 4-(4-acetyl-3-hydroxy-2-propylphenoxy)methylbenzoate), O[Li].O (LiOH.H2O), Cl (HCl). Solvent: CO (MeOH), O1CCCC1 (tetrahydrofuran), O (water), O (water). Conditions: time 4 hour. Product: C(C)(=O)C1=C(C(=C(OCC2=CC=C(C(=O)O)C=C2)C=C1)CCC)O (4-(4-acetyl-3-hydroxy-2-propylphenoxy)methylbenzoic acid). The yield is 63.3%. As a reaction SMILES: [C:1]([C:4]1[CH:21]=[CH:20][C:7]([O:8][CH2:9][C:10]2[CH:19]=[CH:18][C:13]([C:14]([O:16]C)=[O:15])=[CH:12][CH:11]=2)=[C:6]([CH2:22][CH2:23][CH3:24])[C:5]=1[OH:25])(=[O:3])[CH3:2].O[Li].O.Cl>CO.O1CCCC1.O>[C:1]([C:4]1[CH:21]=[CH:20][C:7]([O:8][CH2:9][C:10]2[CH:19]=[CH:18][C:13]([C:14]([OH:16])=[O:15])=[CH:12][CH:11]=2)=[C:6]([CH2:22][CH2:23][CH3:24])[C:5]=1[OH:25])(=[O:3])[CH3:2] |f:1.2|. Reported procedure: A solution of 684 mg (2.0 mmoles) of methyl 4-(4-acetyl-3-hydroxy-2-propylphenoxy)methylbenzoate in 9 ml MeOH, 9 ml tetrahydrofuran and 3 ml water was treated with 420 mg (10 mmoles) LiOH.H2O and stirred at room temperature for 4 hours. The reaction mixture was diluted with water, acidified by addition of concentrated HCl and extracted with dichloromethane. The combined extracts were washed with water, dried with MgSO4 and evaporated to give a white solid. Recrystallization of this material from...